Dataset: the Open Reaction Database (ORD), a public repository of structured organic reaction records. Task: describe an organic reaction: reactants, conditions, products, and yield Starting materials: ClC=1C2=C(N=C(N1)N1CCOCC1)N(CC2)C2=CC=NC=C2 (4-chloro-2-morpholin-4-yl-7-pyridin-4-yl-6,7-dihydro-5H-pyrrolo[2,3-d]pyrimidine), FC1=C(C=CC(=C1C=O)F)B(O)O (2,4-difluoro-3-formylphenylboronic acid), B(O)O (boronic acid). Yields the product FC1=C(C=O)C(=CC=C1C=1C2=C(N=C(N1)N1CCOCC1)N(CC2)C2=CC=NC=C2)F (2,6-difluoro-3-(2-morpholin-4-yl-7-pyridin-4-yl-6,7-dihydro-5H-pyrrolo[2,3-d]pyrimidin-4-yl)-benzaldehyde). RXN SMILES: Cl[C:2]1[C:3]2[CH2:16][CH2:15][N:14]([C:17]3[CH:22]=[CH:21][N:20]=[CH:19][CH:18]=3)[C:4]=2[N:5]=[C:6]([N:8]2[CH2:13][CH2:12][O:11][CH2:10][CH2:9]2)[N:7]=1.[F:23][C:24]1[C:29]([CH:30]=[O:31])=[C:28]([F:32])[CH:27]=[CH:26][C:25]=1B(O)O.B(O)O>>[F:23][C:24]1[C:25]([C:2]2[C:3]3[CH2:16][CH2:15][N:14]([C:17]4[CH:22]=[CH:21][N:20]=[CH:19][CH:18]=4)[C:4]=3[N:5]=[C:6]([N:8]3[CH2:13][CH2:12][O:11][CH2:10][CH2:9]3)[N:7]=2)=[CH:26][CH:27]=[C:28]([F:32])[C:29]=1[CH:30]=[O:31]. Reported procedure: In the same manner as Example 1-B-10, using 4-chloro-2-morpholin-4-yl-7-pyridin-4-yl-6,7-dihydro-5H-pyrrolo[2,3-d]pyrimidine, and 2,4-difluoro-3-formylphenylboronic acid as a boronic acid, 2,6-difluoro-3-(2-morpholin-4-yl-7-pyridin-4-yl-6,7-dihydro-5H-pyrrolo[2,3-d]pyrimidin-4-yl)-benzaldehyde was obtained. Methanol and sodium borohydride were added, which was stirred at room temperature for 1 hour, followed by elution with 2M ammonia methanol solution through SCX resin and then concentration. P... Reactants: ice water, C(#N)C=1OC2=C(N1)C=CC(=C2)COC2=CC(=CC=C2)OCC2=NC1=CC=CC=C1C=C2 (2-cyano-6-[3-(2-quinolinylmethyloxy)phenoxymethyl]benzoxazole), [N-]=[N+]=[N-].[Na+] (sodium azide), [Cl-].[NH4+] (ammonium chloride), [OH-].[Na+] (NaOH). The solvent is CN(C)C=O (DMF). Reaction conditions: temperature 110 celsius, time 12 hour. Product: N1=C(C=CC2=CC=CC=C12)COC=1C=C(OCC2=CC3=C(N=C(O3)C3=NN=NN3)C=C2)C=CC1 (5-(6-(3-(2-quinolinylmethyloxy)phenoxymethyl)benzoxazol-2-yl)tetrazole). As a reaction SMILES: [C:1]([C:3]1[O:4][C:5]2[CH:11]=[C:10]([CH2:12][O:13][C:14]3[CH:19]=[CH:18][CH:17]=[C:16]([O:20][CH2:21][C:22]4[CH:31]=[CH:30][C:29]5[C:24](=[CH:25][CH:26]=[CH:27][CH:28]=5)[N:23]=4)[CH:15]=3)[CH:9]=[CH:8][C:6]=2[N:7]=1)#[N:2].[N-:32]=[N+:33]=[N-:34].[Na+].[Cl-].[NH4+].[OH-].[Na+]>CN(C=O)C>[N:23]1[C:24]2[C:29](=[CH:28][CH:27]=[CH:26][CH:25]=2)[CH:30]=[CH:31][C:22]=1[CH2:21][O:20][C:16]1[CH:15]=[C:14]([CH:19]=[CH:18][CH:17]=1)[O:13][CH2:12][C:10]1[CH:9]=[CH:8][C:6]2[N:7]=[C:3]([C:1]3[NH:34][N:33]=[N:32][N:2]=3)[O:4][C:5]=2[CH:11]=1 |f:1.2,3.4,5.6|. Procedure details: A solution-suspension of 2-cyano-6-[3-(2-quinolinylmethyloxy)phenoxymethyl]benzoxazole (660 mg, 1.62 mmol), sodium azide (316.3 mg, 4.86 mmol) and ammonium chloride (260.2 mg, 4.86 mmol) in DMF (11 ml) is heated to 110° C. for 5 hours and stirred at room temperature for 12 hours. The mixture is poured over ice-water and the pH adjusted to 10 with 1N NaOH. The aqueous mixture is washed with ether and the pH adjusted to 4 with 1N HCl. The precipitated solid is filtered and washed successively with... Reactants: [Zn](OC(=O)C)OC(=O)C (Zn(OAc)2), ClC1=C2N(C=3C=CC(=CC13)OCC1=CC(=C(C=C1)OC(C)C)C(F)(F)F)CC[C@@H]2CC(=O)O ((R)-2-(9-Chloro-7-(4-isopropoxy-3-(trifluoromethyl)benzyloxy)-2,3-dihydro-1H-pyrrolo[1,2-a]indol-1-yl)acetic acid), O (Water). Solvent: C1CCOC1 (THF). Run at temperature 60 celsius, time 24 hour. The product is [Zn+2].ClC1=C2N(C=3C=CC(=CC13)OCC1=CC(=C(C=C1)OC(C)C)C(F)(F)F)CC[C@@H]2CC(=O)[O-].ClC2=C1N(C=3C=CC(=CC23)OCC2=CC(=C(C=C2)OC(C)C)C(F)(F)F)CC[C@@H]1CC(=O)[O-] ((R)-2-(9-chloro-7-(4-isopropoxy-3-(trifluoromethyl)benzyloxy)-2,3-dihydro-1H-pyrrolo[1,2-a]indol-1-yl)acetic acid zinc salt). Reaction SMILES: [Cl:1][C:2]1[C:10]2[CH:9]=[C:8]([O:11][CH2:12][C:13]3[CH:18]=[CH:17][C:16]([O:19][CH:20]([CH3:22])[CH3:21])=[C:15]([C:23]([F:26])([F:25])[F:24])[CH:14]=3)[CH:7]=[CH:6][C:5]=2[N:4]2[CH2:27][CH2:28][C@H:29]([CH2:30][C:31]([OH:33])=[O:32])[C:3]=12.[Zn:34](OC(C)=O)OC(C)=O.O>C1COCC1>[Zn+2:34].[Cl:1][C:2]1[C:10]2[CH:9]=[C:8]([O:11][CH2:12][C:13]3[CH:18]=[CH:17][C:16]([O:19][CH:20]([CH3:22])[CH3:21])=[C:15]([C:23]([F:24])([F:25])[F:26])[CH:14]=3)[CH:7]=[CH:6][C:5]=2[N:4]2[CH2:27][CH2:28][C@H:29]([CH2:30][C:31]([O-:33])=[O:32])[C:3]=12.[Cl:1][C:2]1[C:10]2[CH:9]=[C:8]([O:11][CH2:12][C:13]3[CH:18]=[CH:17][C:16]([O:19][CH:20]([CH3:22])[CH3:21])=[C:15]([C:23]([F:24])([F:25])[F:26])[CH:14]=3)[CH:7]=[CH:6][C:5]=2[N:4]2[CH2:27][CH2:28][C@H:29]([CH2:30][C:31]([O-:33])=[O:32])[C:3]=12 |f:4.5.6|. Reported procedure: (R)-2-(9-Chloro-7-(4-isopropoxy-3-(trifluoromethyl)benzyloxy)-2,3-dihydro-1H-pyrrolo[1,2-a]indol-1-yl)acetic acid [15 mg] was dissolved in THF [0.5 mL] and heated to 60° C. Aqueous Zn(OAc)2 [8.0 uL, 1.95 M] was added and the reaction mixture was cooled to 35° C. over 24 h. Water [8 uL] was added and the mixture was stirred at room temperature for 24 h. The reaction mixture was concentrated to dryness and EtOAc was added to provide a white solid which was collected by filtration. Starting materials: CCCC1CCC(C2CCC(c3ccc[se]3)CC2)CC1, [Li]CCCC, CI, CCOCC, [Cl-], N, [NH4+]. Product: CCCC1CCC(C2CCC(c3ccc(C)[se]3)CC2)CC1. RXN SMILES: [CH2:1]([CH2:2][CH3:3])[CH:4]1[CH2:5][CH2:6][CH:7]([CH:10]2[CH2:11][CH2:12][CH:13]([c:16]3[se:17][cH:18][cH:19][cH:20]3)[CH2:14][CH2:15]2)[CH2:8][CH2:9]1.[CH3:21][CH2:22][CH2:23][CH2:24][Li:25].[CH3:26][I:27].[CH3:31][CH2:32][O:33][CH2:34][CH3:35].[Cl-:28].[NH3:30].[NH4+:29]>>[CH2:1]([CH2:2][CH3:3])[CH:4]1[CH2:5][CH2:6][CH:7]([CH:10]2[CH2:11][CH2:12][CH:13]([c:16]3[se:17][c:18]([CH3:21])[cH:19][cH:20]3)[CH2:14][CH2:15]2)[CH2:8][CH2:9]1. Reactants: C1(CC1)CN(C1=C(C=C(C=C1)S(=O)(=O)C)C1=CN(C2=C(N=CC=C21)OC)C)C (N-(cyclopropylmethyl)-2-(7-methoxy-1-methyl-1H-pyrrolo[2,3-c]pyridin-3-yl)-N-methyl-4-(methylsulfonyl)aniline), Cl (hydrogen chloride), O1CCOCC1 (dioxane). Conditions: temperature 70 celsius. Product: C1(CC1)CN(C1=C(C=C(C=C1)S(=O)(=O)C)C1=CN(C=2C(NC=CC21)=O)C)C (3-{2-[(cyclopropylmethyl)(methyl)amino]-5-(methylsulfonyl)phenyl}-1-methyl-1,6-dihydro-7H-pyrrolo[2,3-c]pyridin-7-one). The yield is 58.8%. As a reaction SMILES: [CH:1]1([CH2:4][N:5]([CH3:28])[C:6]2[CH:11]=[CH:10][C:9]([S:12]([CH3:15])(=[O:14])=[O:13])=[CH:8][C:7]=2[C:16]2[C:24]3[C:19](=[C:20]([O:25]C)[N:21]=[CH:22][CH:23]=3)[N:18]([CH3:27])[CH:17]=2)[CH2:3][CH2:2]1.Cl.O1CCOCC1>>[CH:1]1([CH2:4][N:5]([CH3:28])[C:6]2[CH:11]=[CH:10][C:9]([S:12]([CH3:15])(=[O:14])=[O:13])=[CH:8][C:7]=2[C:16]2[C:24]3[CH:23]=[CH:22][NH:21][C:20](=[O:25])[C:19]=3[N:18]([CH3:27])[CH:17]=2)[CH2:3][CH2:2]1. Procedure: The product from Example 45A (0.12 g, 0.30 mmol) and 4 M hydrogen chloride in dioxane (5 mL, 20.00 mmol) were combined and heated at 70° C. for 24 hours, cooled and concentrated. Purification by reverse phase chromatography (C18, CH3CN/water (0.1% TFA), 10-100%) afforded the title compound (0.068 g, 45%) as the TFA salt. 1H NMR (300 MHz, DMSO-d6) δ ppm 10.91 (d, J=5.09 Hz, 1H) 7.70 (dd, J=8.48, 2.37 Hz, 1H) 7.61 (d, J=2.37 Hz, 1H) 7.54-7.56 (m, 1H) 7.21 (d, J=8.48 Hz, 1H) 6.84 (dd, J=7.12, 5.76 ... Reactants: C(C1=CC=CC=C1)OC(C1=CC=C(C=C1)N1CCNCC1)=O (4-piperazin-1-yl-benzoic acid benzyl ester), ClC1=NC=C(C(=O)NC2=CC(=CC(=C2)OC)OC)C=C1 (6-chloro-N-(3,5-dimethoxy-phenyl)-nicotinamide), C1(=CC=CC=C1)NC(=O)C=1C=CC(=NC1)N1CCN(CC1)C1=CC=C(C(=O)O)C=C1 (4-[4-(5-phenylcarbamoyl-pyridin-2-yl)-piperazin-1-yl]-benzoic acid). Yields the product COC=1C=C(C=C(C1)OC)NC(=O)C=1C=CC(=NC1)N1CCN(CC1)C1=CC=C(C(=O)O)C=C1 (4-{4-[5-(3,5-Dimethoxy-phenylcarbamoyl)-pyridin-2-yl]-piperazin-1-yl}-benzoic acid). Reaction SMILES: C([O:8][C:9](=[O:22])[C:10]1[CH:15]=[CH:14][C:13]([N:16]2[CH2:21][CH2:20][NH:19][CH2:18][CH2:17]2)=[CH:12][CH:11]=1)C1C=CC=CC=1.Cl[C:24]1[CH:42]=[CH:41][C:27]([C:28]([NH:30][C:31]2[CH:36]=[C:35]([O:37][CH3:38])[CH:34]=[C:33]([O:39][CH3:40])[CH:32]=2)=[O:29])=[CH:26][N:25]=1.C1(NC(C2C=CC(N3CCN(C4C=CC(C(O)=O)=CC=4)CC3)=NC=2)=O)C=CC=CC=1>>[CH3:40][O:39][C:33]1[CH:32]=[C:31]([NH:30][C:28]([C:27]2[CH:41]=[CH:42][C:24]([N:19]3[CH2:18][CH2:17][N:16]([C:13]4[CH:12]=[CH:11][C:10]([C:9]([OH:8])=[O:22])=[CH:15][CH:14]=4)[CH2:21][CH2:20]3)=[N:25][CH:26]=2)=[O:29])[CH:36]=[C:35]([O:37][CH3:38])[CH:34]=1. Procedure: 4-{4-[5-(3,5-Dimethoxy-phenylcarbamoyl)-pyridin-2-yl]-piperazin-1-yl}-benzoic acid was prepared from 4-piperazin-1-yl-benzoic acid benzyl ester and 6-chloro-N-(3,5-dimethoxy-phenyl)-nicotinamide with a method similar to the one described in the synthesis of 4-[4-(5-phenylcarbamoyl-pyridin-2-yl)-piperazin-1-yl]-benzoic acid above. HRMS m/z calcd for C25H26N4O5 [M+H]+: 463.1976. Found: 463.1977 Starting materials: C(C1=CC=CC=C1)OC(=O)N[C@H](C(=O)OC)CCC1=NN=NN1CC(OC)=C=O (methyl (2S)-2-(benzyloxycarbonylamino)-4-[1-(2-methoxy-carbonylethyl) tetrazol-5-yl]butyrate), C(C)(=O)OCC (ethyl acetate). The reagents and catalysts are [Pd] (Pd/C). Conditions: temperature 24 celsius, time 4 hour. Product: N[C@H](C(=O)OC)CCC1=NN=NN1CCC(=O)OC (Methyl (2S)-2-amino-4-[1-(2-methoxycarbonylethyl)tetrazol-5-yl]butyrate). Reaction SMILES: C(OC([NH:11][C@@H:12]([CH2:17][CH2:18][C:19]1[N:23]([CH2:24]C(=C=O)OC)[N:22]=[N:21][N:20]=1)[C:13]([O:15][CH3:16])=[O:14])=O)C1C=CC=CC=1.[C:30]([O:33][CH2:34]C)(=[O:32])[CH3:31]>[Pd]>[NH2:11][C@@H:12]([CH2:17][CH2:18][C:19]1[N:23]([CH2:24][CH2:31][C:30]([O:33][CH3:34])=[O:32])[N:22]=[N:21][N:20]=1)[C:13]([O:15][CH3:16])=[O:14]. Procedure details: To a solution of methyl (2S)-2-(benzyloxycarbonylamino)-4-[1-(2-methoxy-carbonylethyl) tetrazol-5-yl]butyrate (0.233 g, 0.575 mmol) in ethyl acetate (25 ml) was added 10% Pd/C. (0.045 g). The resulting black mixture was degassed and then stirred at 24° C. for 4 hours under hydrogen. The catalyst was removed by filtration and the filtrate was concentrated in vacuo to a colourless viscous oil that dried in vacuo over phosphorous pentoxide. There was thus obtained methyl (2S)-2-amino-4-[1-(2-methox...